This data is from the Open Reaction Database (ORD), a public repository of structured organic reaction records. The task is: describe an organic reaction: reactants, conditions, products, and yield The reactants are CN1N=C(N=N1)C1=CC=C(C=C1)CBr (4-(2-methyl-2H-tetrazol-5-yl)phenylmethyl bromide), CC(=O)C (acetone), FC(OC1=CC=C(C=C1)C(C1CCNCC1)(O)C1=CC=C(C=C1)OC(F)(F)F)(F)F (4-[Bis(4-trifluoromethoxyphenyl)hydroxymethyl]-piperidine), C(C)(C)N(C(C)C)CC (N, N-diisopropylethylamine). The solvent is CS(=O)C (dimethyl sulfoxide), C(Cl)Cl (methylene chloride). Yields the product CN1N=C(N=N1)C1=CC=C(C=C1)CN1CCC(CC1)C(O)(C1=CC=C(C=C1)OC(F)(F)F)C1=CC=C(C=C1)OC(F)(F)F (N-[4-(2-methyl-2H-tetrazol-5-yl)phenylmethyl]-4-[bis(4-trifluoromethoxyphenyl)hydroxymethyl]piperidine). The yield is 32.9%. RXN SMILES: [CH3:1][N:2]1[N:6]=[N:5][C:4]([C:7]2[CH:12]=[CH:11][C:10]([CH2:13]Br)=[CH:9][CH:8]=2)=[N:3]1.[F:15][C:16]([F:44])([F:43])[O:17][C:18]1[CH:23]=[CH:22][C:21]([C:24]([C:32]2[CH:37]=[CH:36][C:35]([O:38][C:39]([F:42])([F:41])[F:40])=[CH:34][CH:33]=2)([OH:31])[CH:25]2[CH2:30][CH2:29][NH:28][CH2:27][CH2:26]2)=[CH:20][CH:19]=1.C(N(CC)C(C)C)(C)C.CC(C)=O>CS(C)=O.C(Cl)Cl>[CH3:1][N:2]1[N:6]=[N:5][C:4]([C:7]2[CH:12]=[CH:11][C:10]([CH2:13][N:28]3[CH2:29][CH2:30][CH:25]([C:24]([C:21]4[CH:20]=[CH:19][C:18]([O:17][C:16]([F:15])([F:43])[F:44])=[CH:23][CH:22]=4)([C:32]4[CH:37]=[CH:36][C:35]([O:38][C:39]([F:42])([F:41])[F:40])=[CH:34][CH:33]=4)[OH:31])[CH2:26][CH2:27]3)=[CH:9][CH:8]=2)=[N:3]1. Procedure details: This compound was prepared in a manner analogous to that of Step D of Example 4, with 0.3 gram (0.001 mole) of 4-(2-methyl-2H-tetrazol-5-yl)phenylmethyl bromide, 0.5 gram (0.001 mole) of 4-[bis(4-trifluoromethoxyphenyl)hydroxymethyl]piperidine (prepared as in Step C of Example 4), and 0.6 gram (0.004 mole) of N, N-diisopropylethylamine in about 5 mL of dimethyl sulfoxide as reagents. The crude reaction product was subjected to column chromatography on silica gel, with 3:7 acetone:methylene chlor... Starting materials: C(C)(C)(C)OC(=O)N[C@H]1CC[C@H](CC1)C(=O)O (cis-4-(tert-butoxycarbonylamino)cyclohexanecarboxylic acid), C(=O)(N1C=NC=C1)N1C=NC=C1 (1,1′-carbonyldiimidazole), C(C)(C)N (isopropylamine), C(=O)=O (CO2). The solvent is CN(C)C=O (DMF), O (water). Reaction conditions: temperature 0 celsius, time 1 hour. Yields the product C(C)(C)NC(=O)[C@H]1CC[C@H](CC1)NC(OC(C)(C)C)=O (tert-butyl cis-4-(isopropylcarbamoyl)cyclohexyl-carbamate). Isolated yield 61.4%. Reaction SMILES: [C:1]([O:5][C:6]([NH:8][C@@H:9]1[CH2:14][CH2:13][C@H:12]([C:15]([OH:17])=O)[CH2:11][CH2:10]1)=[O:7])([CH3:4])([CH3:3])[CH3:2].C(N1C=CN=C1)(N1C=CN=C1)=O.C(=O)=O.[CH:33]([NH2:36])([CH3:35])[CH3:34]>CN(C=O)C.O>[CH:33]([NH:36][C:15]([C@@H:12]1[CH2:11][CH2:10][C@H:9]([NH:8][C:6](=[O:7])[O:5][C:1]([CH3:2])([CH3:3])[CH3:4])[CH2:14][CH2:13]1)=[O:17])([CH3:35])[CH3:34]. Reported procedure: To a solution of cis-4-(tert-butoxycarbonylamino)cyclohexanecarboxylic acid (54.58 g, 224 mmol) in dry DMF (200 mL) was added 1,1′-carbonyldiimidazole reagent grade (70 g, 432 mmol) portionwise with stirring. After the evolution of CO2 had ceased, the resulting solution was stirred at RT for 10 minutes. The solution was cooled to 0° C., and isopropylamine (38.5 mL, 449 mmol) was added with stirring. The reaction was stirred at 0° C. for 10 minutes and at RT for 24 hours. The reaction was diluted... The reactants are CS(=O)(=O)C (dimethylsulfone), C[Li] (methyllithium), FC1=C(C(=O)Cl)C=CC(=C1)OC (2-fluoro-4-methoxybenzoyl chloride), Cl (hydrochloric acid). Run in O1CCCC1 (tetrahydrofuran), O1CCCC1 (tetrahydrofuran). Conditions: time 15 minute. The product is FC1=C(C=CC(=C1)OC)C(CS(=O)(=O)C)=O (1-(2-fluoro-4-methoxyphenyl)-2-(methylsulfonyl)ethanone). Yield: 46.0%. RXN SMILES: [CH3:1][S:2]([CH3:5])(=[O:4])=[O:3].C[Li].[F:8][C:9]1[CH:17]=[C:16]([O:18][CH3:19])[CH:15]=[CH:14][C:10]=1[C:11](Cl)=[O:12].Cl>O1CCCC1>[F:8][C:9]1[CH:17]=[C:16]([O:18][CH3:19])[CH:15]=[CH:14][C:10]=1[C:11](=[O:12])[CH2:1][S:2]([CH3:5])(=[O:4])=[O:3]. Reported procedure: To a solution of 4.15 g (44.07 mmol) of dimethylsulfone in 140 ml of anhydrous tetrahydrofuran are added dropwise at −10° C. under argon 24 ml of methyllithium solution (1.6M in diethyl ether, 38.2 mmol). The reaction mixture is stirred for 15 min at room temperature, the reaction mixture is then cooled to −60° C. A solution of 5.54 g (29.38 mmol) of 2-fluoro-4-methoxybenzoyl chloride dissolved in 60 ml of tetrahydrofuran is then added dropwise to the reaction mixture. This mixture is stirred fo... Reactants: COCCOc1ccc(OCC(O)CN(CCCCOc2ccc(O)c(C(N)=O)c2)Cc2ccccc2)cc1, CO. Yields the product COCCOc1ccc(OCC(O)CNCCCCOc2ccc(O)c(C(N)=O)c2)cc1. As a reaction SMILES: [C:1]([NH2:2])(=[O:3])[c:4]1[cH:5][c:6]([O:7][CH2:8][CH2:9][CH2:10][CH2:11][N:12]([CH2:13][CH:14]([CH2:15][O:16][c:17]2[cH:18][cH:19][c:20]([O:23][CH2:24][CH2:25][O:26][CH3:27])[cH:21][cH:22]2)[OH:28])[CH2:29][c:30]2[cH:31][cH:32][cH:33][cH:34][cH:35]2)[cH:36][cH:37][c:38]1[OH:39].[CH3:40][OH:41]>>[C:1]([NH2:2])(=[O:3])[c:4]1[cH:5][c:6]([O:7][CH2:8][CH2:9][CH2:10][CH2:11][NH:12][CH2:13][CH:14]([CH2:15][O:16][c:17]2[cH:18][cH:19][c:20]([O:23][CH2:24][CH2:25][O:26][CH3:27])[cH:21][cH:22]2)[OH:28])[cH:36][cH:37][c:38]1[OH:39]. Reported procedure: In 10 ml of ethanol was dissolved 150 mg (0.28 mmol) of Compound 87 obtained in Example 66, and 30 mg of 10% palladium on carbon was added thereto, followed by vigorous stirring at room temperature for 6 hours under a hydrogen atmosphere at atmospheric pressure. The reaction mixture was filtered using a filter aid, and the filtrate was concentrated under reduced pressure. To the residue were added ethanol and ethyl acetate. The precipitated crystals were collected by filtration, washed, and drie... Yield: 84.0%. Reaction SMILES: C([O:8][C:9]1[CH:18]=[C:17]2[C:12]([C:13]([N:19]3[CH2:24][CH2:23][CH:22]([N:25]4[C:34](=[O:35])[C:33]5[C:28](=[CH:29][CH:30]=[C:31]([CH3:36])[CH:32]=5)[N:27]([CH3:37])[C:26]4=[O:38])[CH2:21][CH2:20]3)=[N:14][CH:15]=[N:16]2)=[CH:11][C:10]=1[O:39][CH3:40])C1C=CC=CC=1>C(O)C.[Pd]>[OH:8][C:9]1[CH:18]=[C:17]2[C:12]([C:13]([N:19]3[CH2:24][CH2:23][CH:22]([N:25]4[C:34](=[O:35])[C:33]5[C:28](=[CH:29][CH:30]=[C:31]([CH3:36])[CH:32]=5)[N:27]([CH3:37])[C:26]4=[O:38])[CH2:21][CH2:20]3)=[N:14][CH:15]=[N:16]2)=[CH:11][C:10]=1[O:39][CH3:40]. Run at time 6 hour. Starting materials: C(C1=CC=CC=C1)OC1=C(C=C2C(=NC=NC2=C1)N1CCC(CC1)N1C(N(C2=CC=C(C=C2C1=O)C)C)=O)OC (3-[1-(7-Benzyloxy-6-methoxy-4-quinazolinyl)-4-piperidinyl]-1,2,3,4-tetrahydro-1,6-dimethyl-2,4-dioxoquinazoline). The product is OC1=C(C=C2C(=NC=NC2=C1)N1CCC(CC1)N1C(N(C2=CC=C(C=C2C1=O)C)C)=O)OC (1,2,3,4-Tetrahydro-3-[1-(7-hydroxy-6-methoxy-4-quinazolinyl)-4-piperidinyl]-1,6-dimethyl-2,4-dioxoquinazoline). The reagents and catalysts are [Pd] (palladium on carbon). The solvent is C(C)O (ethanol).